Dataset: the Open Reaction Database (ORD), a public repository of structured organic reaction records. Task: describe an organic reaction: reactants, conditions, products, and yield Reactants: COC(=O)C(CO[Si](C)(C)C(C)(C)C)n1ccc2c([N+](=O)[O-])cccc2c1=O, CO, [Pd]. Product: COC(=O)C(CO[Si](C)(C)C(C)(C)C)n1ccc2c(N)cccc2c1=O. RXN SMILES: [C:1]([CH3:2])([CH3:3])([CH3:4])[Si:5]([O:6][CH2:7][CH:8]([C:9](=[O:10])[O:11][CH3:12])[n:13]1[c:14](=[O:26])[c:15]2[cH:16][cH:17][cH:18][c:19]([N+:23]([O-:24])=[O:25])[c:20]2[cH:21][cH:22]1)([CH3:27])[CH3:28].[CH3:29][OH:30].[Pd:31]>>[C:1]([CH3:2])([CH3:3])([CH3:4])[Si:5]([O:6][CH2:7][CH:8]([C:9](=[O:10])[O:11][CH3:12])[n:13]1[c:14](=[O:26])[c:15]2[cH:16][cH:17][cH:18][c:19]([NH2:23])[c:20]2[cH:21][cH:22]1)([CH3:27])[CH3:28]. Reported procedure: Prepared analogously to Example 1g from 3-chloro-N-(5-chloro-1H-benzimidazol-2-ylmethyl)-4-carboxybenzamide, TBTU, diisopropylethylamine, and rac.-2-tert-butoxycarbonylaminomethylpyrrolidine in DMF followed by treatment with trifluoroacetic acid analogously to Example 17. Yield: 47%; C21H21Cl2N5O2 (446.34); mass spectrum: (M+H)+=446/448/450 (chlorine isotope). Isolated yield 47.0%. Run in CN(C)C=O (DMF). Yields the product NCC1N(CCC1)C(=O)C1=C(C=C(C(=O)NCC2=NC3=C(N2)C=CC(=C3)Cl)C=C1)Cl (rac.-4-(2-aminomethylpyrrolidin-1-ylcarbonyl)-3-chloro-N-(5-chloro-1H-benzimidazol-2-ylmethyl)benzamide). Starting materials: ClC=1C=C(C(=O)NCC2=NC3=C(N2)C=CC(=C3)Cl)C=CC1C(=O)O (3-chloro-N-(5-chloro-1H-benzimidazol-2-ylmethyl)-4-carboxybenzamide), CN(C)C(=[N+](C)C)ON1C2=C(C=CC=C2)N=N1.[B-](F)(F)(F)F (TBTU), C(C)(C)N(CC)C(C)C (diisopropylethylamine), C(C)(C)(C)OC(=O)NCC1NCCC1 (rac.-2-tert-butoxycarbonylaminomethylpyrrolidine), ClCl (chlorine), FC(C(=O)O)(F)F (trifluoroacetic acid), C21H21Cl2N5O2. Reaction SMILES: [Cl:1][C:2]1[CH:3]=[C:4]([CH:19]=[CH:20][C:21]=1[C:22]([OH:24])=O)[C:5]([NH:7][CH2:8][C:9]1[NH:13][C:12]2[CH:14]=[CH:15][C:16]([Cl:18])=[CH:17][C:11]=2[N:10]=1)=[O:6].CN(C(O[N:33]1N=[N:40][C:35]2[CH:36]=[CH:37][CH:38]=C[C:34]1=2)=[N+](C)C)C.[B-](F)(F)(F)F.C(N(C(C)C)CC)(C)C.C(OC(NCC1CCCN1)=O)(C)(C)C.FC(F)(F)C(O)=O.ClCl>CN(C=O)C>[NH2:33][CH2:34][CH:35]1[CH2:36][CH2:37][CH2:38][N:40]1[C:22]([C:21]1[CH:20]=[CH:19][C:4]([C:5]([NH:7][CH2:8][C:9]2[NH:13][C:12]3[CH:14]=[CH:15][C:16]([Cl:18])=[CH:17][C:11]=3[N:10]=2)=[O:6])=[CH:3][C:2]=1[Cl:1])=[O:24] |f:1.2|. Reactants: N1=C(C=NC=C1)NC(=O)[C@H]1N(CC1)C(=O)OC(C)(C)C ((S)-tert-butyl 2-(pyrazin-2-ylcarbamoyl)azetidine-1-carboxylate), C(=O)(C(F)(F)F)O (TFA). Run in C(Cl)Cl (CH2Cl2). Conditions: time 8 hour. Product: N1=C(C=NC=C1)NC(=O)[C@H]1NCC1 ((S)—N-(Pyrazin-2-yl)azetidine-2-carboxamide). As a reaction SMILES: [N:1]1[CH:6]=[CH:5][N:4]=[CH:3][C:2]=1[NH:7][C:8]([C@@H:10]1[CH2:13][CH2:12][N:11]1C(OC(C)(C)C)=O)=[O:9].C(O)(C(F)(F)F)=O>C(Cl)Cl>[N:1]1[CH:6]=[CH:5][N:4]=[CH:3][C:2]=1[NH:7][C:8]([C@@H:10]1[CH2:13][CH2:12][NH:11]1)=[O:9]. Reported procedure: To a stirred solution of (S)-tert-butyl 2-(pyrazin-2-ylcarbamoyl)azetidine-1-carboxylate (1.05 g, 3.77 mmol) in CH2Cl2 (40 mL) was added TFA (1.453 mL, 18.86 mmol). The reaction mixture was stirred at RT overnight and concentrated. The residue was used for the next step without purification. LC/MS [M+H]+: 179; Ret time (Method F): 0.29 min.